From a dataset of the Open Reaction Database (ORD), a public repository of structured organic reaction records. describe an organic reaction: reactants, conditions, products, and yield Yields the product CCCCOCCOc1ccc(-c2ccc3c(c2)C=C(C(=O)Nc2ccc(S(=O)Cc4nncn4CC(C)C)cc2)CCN3CCC)cc1. Reactants: CCCCOCCOc1ccc(-c2ccc3c(c2)C=C(C(=O)Nc2ccc(SCc4nncn4CC(C)C)cc2)CCN3CCC)cc1, ClCCl, [Na+], [Na+], O=C(OO)c1cccc(Cl)c1, O=S([O-])([O-])=S. RXN SMILES: [CH2:1]([CH2:2][CH2:3][CH3:4])[O:5][CH2:6][CH2:7][O:8][c:9]1[cH:10][cH:11][c:12](-[c:15]2[cH:16][cH:17][c:18]3[c:19]([cH:48]2)[CH:20]=[C:21]([C:28](=[O:29])[NH:30][c:31]2[cH:32][cH:33][c:34]([S:37][CH2:38][c:39]4[n:40][n:41][cH:42][n:43]4[CH2:44][CH:45]([CH3:46])[CH3:47])[cH:35][cH:36]2)[CH2:22][CH2:23][N:24]3[CH2:25][CH2:26][CH3:27])[cH:13][cH:14]1.[Cl:67][CH2:68][Cl:69].[Na+:65].[Na+:66].[OH:49][O:50][C:51]([c:52]1[cH:53][c:54]([Cl:55])[cH:56][cH:57][cH:58]1)=[O:59].[S:60]([O-:61])([O-:62])(=[O:63])=[S:64]>>[CH2:1]([CH2:2][CH2:3][CH3:4])[O:5][CH2:6][CH2:7][O:8][c:9]1[cH:10][cH:11][c:12](-[c:15]2[cH:16][cH:17][c:18]3[c:19]([cH:48]2)[CH:20]=[C:21]([C:28](=[O:29])[NH:30][c:31]2[cH:32][cH:33][c:34]([S:37]([CH2:38][c:39]4[n:40][n:41][cH:42][n:43]4[CH2:44][CH:45]([CH3:46])[CH3:47])=[O:49])[cH:35][cH:36]2)[CH2:22][CH2:23][N:24]3[CH2:25][CH2:26][CH3:27])[cH:13][cH:14]1.